Dataset: the Open Reaction Database (ORD), a public repository of structured organic reaction records. Task: describe an organic reaction: reactants, conditions, products, and yield Reactants: C1(CCCC1)C(C=1OC2=C(C1C)C=C(C=C2)F)NC2=CC=C(C=C2)C(=O)N(CCC(=O)OCC)C (Ethyl 3-{[(4-{[cyclopentyl(5-fluoro-3-methyl-1-benzofuran-2-yl)methyl]amino}phenyl)carbonyl](methyl)amino}propanoate), [OH-].[Na+] (sodium hydroxide). Run in C(C)O (ethanol), CCCCCC.C(C)O (hexane ethanol), O1CCCC1 (tetrahydrofuran). Conditions: time 30 minute. The product is C1(CCCC1)C(C=1OC2=C(C1C)C=C(C=C2)F)NC2=CC=C(C=C2)C(=O)N(CCC(=O)O)C (3-{[(4-{[cyclopentyl(5-fluoro-3-methyl-1-benzofuran-2-yl)methyl]amino}phenyl)carbonyl](methyl)amino}propanoic acid). The yield is 47.8%. As a reaction SMILES: [CH:1]1([CH:6]([NH:18][C:19]2[CH:24]=[CH:23][C:22]([C:25]([N:27]([CH3:35])[CH2:28][CH2:29][C:30]([O:32]CC)=[O:31])=[O:26])=[CH:21][CH:20]=2)[C:7]2[O:8][C:9]3[CH:16]=[CH:15][C:14]([F:17])=[CH:13][C:10]=3[C:11]=2[CH3:12])[CH2:5][CH2:4][CH2:3][CH2:2]1.[OH-].[Na+]>CCCCCC.C(O)C.C(O)C.O1CCCC1>[CH:1]1([CH:6]([NH:18][C:19]2[CH:20]=[CH:21][C:22]([C:25]([N:27]([CH3:35])[CH2:28][CH2:29][C:30]([OH:32])=[O:31])=[O:26])=[CH:23][CH:24]=2)[C:7]2[O:8][C:9]3[CH:16]=[CH:15][C:14]([F:17])=[CH:13][C:10]=3[C:11]=2[CH3:12])[CH2:5][CH2:4][CH2:3][CH2:2]1 |f:1.2,3.4|. Reported procedure: Ethyl 3-{[(4-{[cyclopentyl(5-fluoro-3-methyl-1-benzofuran-2-yl)methyl]amino}phenyl)carbonyl](methyl)amino}propanoate (4.18 g) obtained in Example A67(5) was dissolved in hexane-ethanol (1:1, volume ratio), subjected to HPLC using CHIRALPAK AD (50 mm ID×500 mL, manufactured by Daicel Chemical Industries, Ltd.), and eluted with hexane-ethanol (1:1, volume ratio) as a mobile phase at 30° C. and at a flow rate 60 mL/min. The resulting fraction containing an optically active form having a longer rete... Starting materials: ClCC1CN(C=2C=CC3=C(C12)C=CC(=C3)S(=O)(=O)Cl)C(C(F)(F)F)=O (1-(chloromethyl)-3-(trifluoroacetyl)-1,2-dihydro-3H-benzo[e]indole-7-sulfonyl chloride), [N+](=O)([O-])[O-].[K+] (KNO3). Run in OS(=O)(=O)O (H2SO4), OS(=O)(=O)O (H2SO4). The product is ClCC1CN(C=2C=C(C3=C(C12)C=CC(=C3)S(=O)(=O)Cl)[N+](=O)[O-])C(C(F)(F)F)=O (1-(chloromethyl)-5-nitro-3-(trifluoroacetyl)-1,2-dihydro-3H-benzo[e]indole-7-sulfonyl chloride). The yield is 66.7%. RXN SMILES: [Cl:1][CH2:2][CH:3]1[C:11]2[C:10]3[CH:12]=[CH:13][C:14]([S:16]([Cl:19])(=[O:18])=[O:17])=[CH:15][C:9]=3[CH:8]=[CH:7][C:6]=2[N:5]([C:20](=[O:25])[C:21]([F:24])([F:23])[F:22])[CH2:4]1.[N+:26]([O-])([O-:28])=[O:27].[K+]>OS(O)(=O)=O>[Cl:1][CH2:2][CH:3]1[C:11]2[C:10]3[CH:12]=[CH:13][C:14]([S:16]([Cl:19])(=[O:18])=[O:17])=[CH:15][C:9]=3[C:8]([N+:26]([O-:28])=[O:27])=[CH:7][C:6]=2[N:5]([C:20](=[O:25])[C:21]([F:24])([F:23])[F:22])[CH2:4]1 |f:1.2|. Reported procedure: A solution of 113(250 mg, 0.63 mmol) in conc. H2SO4 (10 mL) was nitrated with KNO3 (65 mg, 0.65 mmol) in H2SO4 (5 mL) as above, to give 1-(chloromethyl)-5-nitro-3-(trifluoroacetyl)-1,2-dihydro-3H-benzo[e]indole-7-sulfonyl chloride (116) (192 mg, 67%) as a red solid: mp (EtOAc/petroleum ether) 184-189° C.; 1H NMR [(CDCl3)] a 9.34 (s, 1H), 9.28 (d, J=1.8 Hz, 1H), 8.22 (dd, J=9.0, 1.9 Hz, 1H), 8.11 (d, J=9.0 Hz, 1H), 4.77-4.71 (m, 1H), 4.58 (dd, J=11.5, 8.8 Hz, 1H), 4.42-4.33 (m, 1H), 3.95 (dd, J=1...